This data is from the Open Reaction Database (ORD), a public repository of structured organic reaction records. The task is: describe an organic reaction: reactants, conditions, products, and yield The reactants are OCCCc1c[nH]c2ccc(F)cc12, O, Cc1ccc(S(=O)(=O)Cl)cc1, c1ccncc1. Product: Cc1ccc(S(=O)(=O)OCCCc2c[nH]c3ccc(F)cc23)cc1. As a reaction SMILES: [F:1][c:2]1[cH:3][c:4]2[c:5]([CH2:11][CH2:12][CH2:13][OH:14])[cH:6][nH:7][c:8]2[cH:9][cH:10]1.[OH2:26].[c:15]1([CH3:25])[cH:16][cH:17][c:18]([S:21](=[O:22])(=[O:23])[Cl:24])[cH:19][cH:20]1.[cH:27]1[cH:28][cH:29][n:30][cH:31][cH:32]1>>[F:1][c:2]1[cH:3][c:4]2[c:5]([CH2:11][CH2:12][CH2:13][O:14][S:21]([c:18]3[cH:17][cH:16][c:15]([CH3:25])[cH:20][cH:19]3)(=[O:22])=[O:23])[cH:6][nH:7][c:8]2[cH:9][cH:10]1. Reaction SMILES: [C:21]([BH3-:22])#[N:23].[CH3:25][OH:26].[CH:14](=[O:15])[c:16]1[n:17][cH:18][nH:19][cH:20]1.[CH:1]([CH3:2])([CH3:3])[NH:4][c:5]1[cH:6][c:7]([Cl:13])[c:8]([O:11][CH3:12])[cH:9][cH:10]1.[Cl-:27].[Cl-:29].[Na+:24].[Zn+2:28]>>[CH:1]([CH3:2])([CH3:3])[N:4]([c:5]1[cH:6][c:7]([Cl:13])[c:8]([O:11][CH3:12])[cH:9][cH:10]1)[CH2:14][c:16]1[nH:17][cH:18][n:19][cH:20]1. Product: COc1ccc(N(Cc2cnc[nH]2)C(C)C)cc1Cl. Starting materials: [BH3-]C#N, CO, O=Cc1c[nH]cn1, COc1ccc(NC(C)C)cc1Cl, [Cl-], [Cl-], [Na+], [Zn+2]. Starting materials: C1(=CC=CC=C1)C(=O)C(O)C1=CC=CC=C1 (benzoin), SC#N (HSCN), P12(=S)SP3(=S)SP(=S)(S1)SP(=S)(S2)S3 (phosphorus pentasulfide), ethyl ester, BrCC(=O)O (bromoacetic acid), [H-].[Na+] (NaH), SC=1OC(=C(N1)C1=CC=CC=C1)C1=CC=CC=C1 (2-mercapto-4,5-diphenyl-oxazole), C1(=CC=CC=C1)C=1NC(OC1C1=CC=CC=C1)=O (4,5-diphenyl-2-oxazolone). Solvent: O (water), CN(C)C=O (DMF), C=1(C(=CC=CC1)C)C (xylene), CN(C)C=O (DMF), CO (methanol). Reaction conditions: time 1.5 hour. The product is ethyl ester, C1(=CC=CC=C1)C=1N=C(OC1C1=CC=CC=C1)C(C(=O)O)S (4,5-diphenyl-2-oxazolyl-mercaptoacetic acid). Reaction SMILES: S[C:2]1[O:3][C:4]([C:13]2[CH:18]=[CH:17][CH:16]=[CH:15][CH:14]=2)=[C:5]([C:7]2[CH:12]=[CH:11][CH:10]=[CH:9][CH:8]=2)[N:6]=1.C1(C2N[C:27](=[O:36])[O:28]C=2C2C=CC=CC=2)C=CC=CC=1.P12(SP3(SP(SP(S3)(S1)=S)(=S)S2)=S)=S.C1(C(C(C2C=CC=CC=2)O)=O)C=CC=CC=1.[SH:67][C:68]#N.[H-].[Na+].BrCC(O)=O>O.CN(C=O)C.C1(C)C(C)=CC=CC=1.CO>[C:7]1([C:5]2[N:6]=[C:2]([CH:68]([SH:67])[C:27]([OH:36])=[O:28])[O:3][C:4]=2[C:13]2[CH:18]=[CH:17][CH:16]=[CH:15][CH:14]=2)[CH:12]=[CH:11][CH:10]=[CH:9][CH:8]=1 |f:5.6|. Reported procedure: 12 g. of 2-mercapto-4,5-diphenyl-oxazole (m.p. 252°-254°, from methanol; obtainable from 4,5-diphenyl-2-oxazolone and phosphorus pentasulfide in boiling xylene, or by the reaction of benzoin with HSCN) is dissolved in 100 ml. of DMF, and 1.2 g. of NaH is added thereto. The reaction mixture is agitated for 1.5 hours at room temperature. Then, 5.6 ml. of the ethyl ester of bromoacetic acid in 20 ml. of DMF is added dropwise thereto, and the reaction mixture is stirred for 2 hours at 80°. The mixtu... Reactants: P(=O)(Cl)(Cl)Cl (Phosphorous oxychloride), C(C)C1=CC2=C(NC(=NC2=O)SC)N1 (1,7-dihydro-6-ethyl-2-(methylthio)-4H-pyrrolo[2,3-d]pyrimidin-4-one), CN(C1=CC=CC=C1)C (N,N-dimethylaniline). Conditions: temperature 95 celsius, time 1 hour. Product: CSC1=NC(=C2C(N1)=NC(=C2)CC)Cl (2-(methylthio)-4-chloro-6-ethyl-1H-pyrrolo[2,3-d]pyrimidine). Isolated yield 89.6%. Reaction SMILES: P(Cl)(Cl)([Cl:3])=O.[CH2:6]([C:8]1[NH:19][C:11]2[NH:12][C:13]([S:17][CH3:18])=[N:14][C:15](=O)[C:10]=2[CH:9]=1)[CH3:7].CN(C)C1C=CC=CC=1>>[CH3:18][S:17][C:13]1[NH:12][C:11]2=[N:19][C:8]([CH2:6][CH3:7])=[CH:9][C:10]2=[C:15]([Cl:3])[N:14]=1. Procedure: Phosphorous oxychloride (21 mL) was carefully added to a mixture of 5.66 g (27.0 mmol) of 1,7-dihydro-6-ethyl-2-(methylthio)-4H-pyrrolo[2,3-d]pyrimidin-4-one and 1.70 mL of N,N-dimethylaniline. The reaction was heated to 95° C. for 12 hours. At this time the reaction was cooled and concentrated under vacuum. The residue was combined with 60 g of ice and stirred for 1 hour. The solids were collected by filtration, washed with 30 mL of water and suspended in 100 mL of water. The solids were again ...